This data is from the Open Reaction Database (ORD), a public repository of structured organic reaction records. The task is: describe an organic reaction: reactants, conditions, products, and yield Starting materials: [Si](C)(C)(C(C)(C)C)OCCN(C(=O)C1=NC(=NC(=C1OCC1=CC=CC=C1)O)CC1(CCCC1)C1=CC=CC2=CC=CC=C12)C (5-benzyloxy-6-hydroxy-2-(1-naphthalen-1-yl-cyclopentylmethyl)-pyrimidine-4-carboxylic acid [2-(tert-butyl-dimethylsilanyloxy)-ethyl]-methyl-amide), Cl (HCl), CO (methanol). Run in O1CCCC1 (tetrahydrofuran), ClCCl (dichloromethane). Yields the product OCCN(C(=O)C1=NC(=NC(=C1OCC1=CC=CC=C1)O)CC1(CCCC1)C1=CC=CC2=CC=CC=C12)C (5-benzyloxy-6-hydroxy-2-(1-naphthalen-1-yl-cyclopentylmethyl)-pyrimidine-4-carboxylic acid (2-hydroxyethyl)-methyl-amide). The yield is 63.0%. Reaction SMILES: [Si]([O:8][CH2:9][CH2:10][N:11]([CH3:45])[C:12]([C:14]1[C:19]([O:20][CH2:21][C:22]2[CH:27]=[CH:26][CH:25]=[CH:24][CH:23]=2)=[C:18]([OH:28])[N:17]=[C:16]([CH2:29][C:30]2([C:35]3[C:44]4[C:39](=[CH:40][CH:41]=[CH:42][CH:43]=4)[CH:38]=[CH:37][CH:36]=3)[CH2:34][CH2:33][CH2:32][CH2:31]2)[N:15]=1)=[O:13])(C(C)(C)C)(C)C.Cl.CO>O1CCCC1.ClCCl>[OH:8][CH2:9][CH2:10][N:11]([CH3:45])[C:12]([C:14]1[C:19]([O:20][CH2:21][C:22]2[CH:23]=[CH:24][CH:25]=[CH:26][CH:27]=2)=[C:18]([OH:28])[N:17]=[C:16]([CH2:29][C:30]2([C:35]3[C:44]4[C:39](=[CH:40][CH:41]=[CH:42][CH:43]=4)[CH:38]=[CH:37][CH:36]=3)[CH2:31][CH2:32][CH2:33][CH2:34]2)[N:15]=1)=[O:13]. Procedure details: To a stirred solution of 5-benzyloxy-6-hydroxy-2-(1-naphthalen-1-yl-cyclopentylmethyl)-pyrimidine-4-carboxylic acid [2-(tert-butyl-dimethylsilanyloxy)-ethyl]-methyl-amide (350) (280 mg, 0.45 mmol) in tetrahydrofuran (30.0 mL) was added 1N HCl (6.0 mL) at room temperature and the reaction mixture was stirred for 1 h at the same temperature (silica TLC, 5% methanol in dichloromethane, Rf=0.5). The tetrahydrofuran was removed under vacuum and the residue was diluted with water and extracted with et... Reactants: N(=O)[O-].[Na+] (sodium nitrite), FC1=C(NS(=O)(=O)C2=CC=CC=C2)C=C(C=C1)F (2,5-difluoro-N-benzenesulphonylaniline), [N+](=O)(O)[O-] (nitric acid), C(C)(=O)O (acetic acid), ice. Solvent: O (water), O (water). Run at temperature 96 celsius. The product is FC1=C(NS(=O)(=O)C2=CC=CC=C2)C=C(C(=C1)[N+](=O)[O-])F (2,5-difluoro-4-nitro-N-benzenesulphonylaniline). As a reaction SMILES: C(O)(=O)C.[N:5]([O-:7])=[O:6].[Na+].[F:9][C:10]1[CH:25]=[CH:24][C:23]([F:26])=[CH:22][C:11]=1[NH:12][S:13]([C:16]1[CH:21]=[CH:20][CH:19]=[CH:18][CH:17]=1)(=[O:15])=[O:14].[N+]([O-])(O)=O>O>[F:9][C:10]1[CH:25]=[C:24]([N+:5]([O-:7])=[O:6])[C:23]([F:26])=[CH:22][C:11]=1[NH:12][S:13]([C:16]1[CH:21]=[CH:20][CH:19]=[CH:18][CH:17]=1)(=[O:14])=[O:15] |f:1.2|. Reported procedure: To 310 ml of acetic acid diluted with 160 ml of water are added: 1.5 g of sodium nitrite, 0.16 mole (42 g) of 2,5-difluoro-N-benzenesulphonylaniline prepared in the previous stage and 0.94 mole (39 ml) of nitric acid (d=1.52). The reaction mixture is heated to 96° C. for 1 hour. After cooling it is poured onto 1 kg of ice and water. The expected product precipitates. After being filtered off and washed to neutrality it is recrystallized from 250 ml of acetic acid; it melts at 176° C. The reactants are CN(C=1CC2=CC=C(C=C2C1)[N+](=O)[O-])C (Dimethyl-(5-nitro-1H-inden-2-yl)-amine). The reagents and catalysts are [Pd] (Pd/C). Solvent: CO.C1CCOC1 (MeOH THF). The product is CN(C1CC2=CC=C(C=C2C1)[N+](=O)[O-])C (Dimethyl-(5-nitro-indan-2-yl)-amine). Yield: 82.1%. RXN SMILES: [CH3:1][N:2]([CH3:15])[C:3]1[CH2:4][C:5]2[C:10]([CH:11]=1)=[CH:9][C:8]([N+:12]([O-:14])=[O:13])=[CH:7][CH:6]=2>CO.C1COCC1.[Pd]>[CH3:1][N:2]([CH3:15])[CH:3]1[CH2:11][C:10]2[C:5](=[CH:6][CH:7]=[C:8]([N+:12]([O-:14])=[O:13])[CH:9]=2)[CH2:4]1 |f:1.2|. Procedure details: To a solution of 5-nitro-2-indanone (885 mg, 5 mmol) in THF (15 mL) was added dimethylamine (2N in THF, 5 mL, 10 mmol) dropwise. The reaction mixture was stirred at r.t. for 5 h. Water was added and the reaction mixture was extracted with EtOAc. Combined organic layers were washed with water and brine and dried over Na2SO4. The concentrated crude product was filtered through a short pad of silica gel (EtOAc:hexane=1:1) and the filtrate was concentrated to give dimethyl-(5-nitro-1H-inden-2-yl)-am... The reactants are BrC=1C=NC=2N(C1)N=C(C2)C(=O)O (6-bromo-pyrazolo[1,5-a]pyrimidine-2-carboxylic acid), CS(=O)(=O)C1=CC=C2CCNC(C2=C1)C (7-Methanesulfonyl-1-methyl-1,2,3,4-tetrahydro-isoquinoline). Product: BrC=1C=NC=2N(C1)N=C(C2)C(=O)N2C(C1=CC(=CC=C1CC2)S(=O)(=O)C)C ((6-Bromo-pyrazolo[1,5-a]pyrimidin-2-yl)-(7-methanesulfonyl-1-methyl-3,4-dihydro-1H-isoquinolin-2-yl)-methanone). RXN SMILES: [Br:1][C:2]1[CH:3]=[N:4][C:5]2[N:6]([N:8]=[C:9]([C:11]([OH:13])=O)[CH:10]=2)[CH:7]=1.[CH3:14][S:15]([C:18]1[CH:27]=[C:26]2[C:21]([CH2:22][CH2:23][NH:24][CH:25]2[CH3:28])=[CH:20][CH:19]=1)(=[O:17])=[O:16]>>[Br:1][C:2]1[CH:3]=[N:4][C:5]2[N:6]([N:8]=[C:9]([C:11]([N:24]3[CH2:23][CH2:22][C:21]4[C:26](=[CH:27][C:18]([S:15]([CH3:14])(=[O:16])=[O:17])=[CH:19][CH:20]=4)[CH:25]3[CH3:28])=[O:13])[CH:10]=2)[CH:7]=1. Reported procedure: In close analogy to the procedure described in Example 1, 6-bromo-pyrazolo[1,5-a]pyrimidine-2-carboxylic acid is reacted with 7-Methanesulfonyl-1-methyl-1,2,3,4-tetrahydro-isoquinoline to provide the title compound in moderate yield. The reagents and catalysts are [Cu]I (copper(I) iodide). As a reaction SMILES: [Br:1][C:2]1[S:3][C:4](Br)=[CH:5][CH:6]=1.[N:8]1[NH:9][C:10](=[O:14])[CH:11]=[CH:12][CH:13]=1.C(=O)([O-])[O-].[K+].[K+].CN[C@@H]1CCCC[C@H]1NC>[Cu]I.C1(C)C=CC=CC=1>[Br:1][C:2]1[S:3][C:4]([N:9]2[C:10](=[O:14])[CH:11]=[CH:12][CH:13]=[N:8]2)=[CH:5][CH:6]=1 |f:2.3.4|. The reactants are BrC=1SC(=CC1)Br (2,5-dibromothiophene), N=1NC(C=CC1)=O (pyridazin-3(2H)-one), C([O-])([O-])=O.[K+].[K+] (potassium carbonate), CN[C@H]1[C@@H](CCCC1)NC (trans-N,N′-dimethylcyclohexane-1,2-diamine). Solvent: C1(=CC=CC=C1)C (toluene). Reported procedure: A mixture of 2,5-dibromothiophene (1.5 g, 6.2 mmol), pyridazin-3(2H)-one (0.4 g, 4.1 mmol), copper(I) iodide (0.24 g, 1.2 mmol), potassium carbonate (1.7 g, 12.4 mmol), trans-N,N′-dimethylcyclohexane-1,2-diamine (0.2 mL, 1.2 mmol) and toluene (15 mL) was degassed for 15 minutes and then heated in a sealed tube at 110° C. for 18 hours. Cooled to room temperature, filtered through celite and washed with EtOAc. The filterate was washed with water (100 mL×2). The organic layer was dried over Na2SO4,... Reaction conditions: temperature 110 celsius. Product: BrC1=CC=C(S1)N1N=CC=CC1=O (2-(5-bromothiophen-2-yl)pyridazin-3(2H)-one). The reactants are CCOCC, C=[N+]=[N-], C1CCOC1, O=C(O)c1ccc2[nH]ncc2c1. Product: COC(=O)c1ccc2[nH]ncc2c1. Reaction SMILES: [CH3:21][CH2:22][O:23][CH2:24][CH3:25].[N+:13](=[N-:14])=[CH2:15].[O:16]1[CH2:17][CH2:18][CH2:19][CH2:20]1.[nH:1]1[n:2][cH:3][c:4]2[cH:5][c:6]([C:10](=[O:11])[OH:12])[cH:7][cH:8][c:9]12>>[nH:1]1[n:2][cH:3][c:4]2[cH:5][c:6]([C:10](=[O:11])[O:12][CH3:15])[cH:7][cH:8][c:9]12. The reactants are C1(=CC=CC=C1)C(C1=CC=CC=C1)=NC=1C=C(C(=NC1)C)NS(=O)(=O)C (N-(5-(diphenylmethyleneamino)-2-methylpyridin-3-yl)methanesulfonamide), Cl (hydrochloric acid). The solvent is C1CCOC1 (THF). Yields the product NC=1C=C(C(=NC1)C)NS(=O)(=O)C (N-(5-Amino-2-Methylpyridin-3-yl)Methanesulfonamide). Yield: 29.6%. As a reaction SMILES: C1(C(=[N:14][C:15]2[CH:16]=[C:17]([NH:22][S:23]([CH3:26])(=[O:25])=[O:24])[C:18]([CH3:21])=[N:19][CH:20]=2)C2C=CC=CC=2)C=CC=CC=1.Cl>C1COCC1>[NH2:14][C:15]1[CH:16]=[C:17]([NH:22][S:23]([CH3:26])(=[O:25])=[O:24])[C:18]([CH3:21])=[N:19][CH:20]=1. Procedure: To a solution of N-(5-(diphenylmethyleneamino)-2-methylpyridin-3-yl)methanesulfonamide (0.430 g, 1.177 mmol) in THF (10 mL) was added hydrochloric acid (JT Baker) (1.765 mL, 1.765 mmol) (1N). The reaction was stirred at rt in closed system for min. The reaction mixture was partitioned between EtOAc and sat. NaHCO3. The aqueous layer was extracted with EtOAc (2×10 mL). The combined organic layer were dried over MgSO4 and concentrated. The crude product was purified by column chromatography (40 g,... The reactants are C([O-])([O-])=O.[K+].[K+] (potassium carbonate), OC1=CC(N(C=C1)C1=CC=C(C=C1)S(=O)(=O)C)=O (4-hydroxy-1-(4-(methylsulfonyl)phenyl)pyridine-2(1H)-one), C[C@@H]1N(CC[C@@H](C1)OS(=O)(=O)C)C(=O)OC(C)(C)C (cis-tert-butyl 2-methyl-4-(methylsulfonyloxy)piperidine-1-carboxylate), C([O-])([O-])=O.[K+].[K+] (potassium carbonate). Solvent: CN(C)C=O (DMF), CCOC(=O)C (EtOAc), O (water). Reaction conditions: temperature 100 celsius. Product: CC1N(CCC(C1)OC1=CC(N(C=C1)C1=CC=C(C=C1)S(=O)(=O)C)=O)C(=O)OC(C)(C)C (tert-butyl 2-methyl-4-(1-(4-(methylsulfonyl)phenyl)-2-oxo-1,2-dihydropyridin-4-yloxy)piperidine-1-carboxylate). The yield is 10.4%. Reaction SMILES: [OH:1][C:2]1[CH:7]=[CH:6][N:5]([C:8]2[CH:13]=[CH:12][C:11]([S:14]([CH3:17])(=[O:16])=[O:15])=[CH:10][CH:9]=2)[C:4](=[O:18])[CH:3]=1.[CH3:19][C@H:20]1[CH2:25][C@@H:24](OS(C)(=O)=O)[CH2:23][CH2:22][N:21]1[C:31]([O:33][C:34]([CH3:37])([CH3:36])[CH3:35])=[O:32].C(=O)([O-])[O-].[K+].[K+]>CN(C=O)C.CCOC(C)=O.O>[CH3:19][CH:20]1[CH2:25][CH:24]([O:1][C:2]2[CH:7]=[CH:6][N:5]([C:8]3[CH:9]=[CH:10][C:11]([S:14]([CH3:17])(=[O:16])=[O:15])=[CH:12][CH:13]=3)[C:4](=[O:18])[CH:3]=2)[CH2:23][CH2:22][N:21]1[C:31]([O:33][C:34]([CH3:35])([CH3:37])[CH3:36])=[O:32] |f:2.3.4|. Procedure: A mixture of 4-hydroxy-1-(4-(methylsulfonyl)phenyl)pyridine-2(1H)-one (173 mg, 0.652 mmol), cis-tert-butyl 2-methyl-4-(methylsulfonyloxy)piperidine-1-carboxylate (191 mg, 0.652 mmol) and potassium carbonate (180 mg, 1.304 mmol) in DMF (3.0 mL) was heated at 140° C. for 6 hrs and 100° C. overnight. To the above mixture additional potassium carbonate (90 mg, 1 equiv.) was added and the reaction was heated at 120° C. for 3 hrs and then cooled to room temperature. The mixture was diluted with EtOAc ... Starting materials: O=C([O-])[O-], CN(C)C=O, O=C1Nc2cnc(Cl)nc2N(CCc2ccccc2)CC1(F)F, [Cs+], [Cs+], CI. Product: CN1C(=O)C(F)(F)CN(CCc2ccccc2)c2nc(Cl)ncc21. As a reaction SMILES: [C:24](=[O:25])([O-:26])[O-:27].[CH3:32][N:33]([CH3:34])[CH:35]=[O:36].[Cl:1][c:2]1[n:3][cH:4][c:5]2[c:6]([n:23]1)[N:7]([CH2:15][CH2:16][c:17]1[cH:18][cH:19][cH:20][cH:21][cH:22]1)[CH2:8][C:9]([F:13])([F:14])[C:10](=[O:12])[NH:11]2.[Cs+:28].[Cs+:29].[I:30][CH3:31]>>[Cl:1][c:2]1[n:3][cH:4][c:5]2[c:6]([n:23]1)[N:7]([CH2:15][CH2:16][c:17]1[cH:18][cH:19][cH:20][cH:21][cH:22]1)[CH2:8][C:9]([F:13])([F:14])[C:10](=[O:12])[N:11]2[CH3:24].